This data is from the Open Reaction Database (ORD), a public repository of structured organic reaction records. The task is: describe an organic reaction: reactants, conditions, products, and yield Starting materials: ClC1=C2C(=NN=C1C1=CC=CC=C1)NN=C2C2=CC=CC=C2 (4-chloro-3,5-diphenyl-1H-pyrazolo[3,4-c]pyridazine), N1(C=NC=C1)CCO (2-(1H-imidazol-1-yl)ethanol). Product: ClC1=C2C(=NN=C1C1=CC=CC=C1)N(N=C2C2=CC=CC=C2)CCN2C=NC=C2 (4-chloro-1-(2-imidazol-1-ylethyl)-3,5-diphenyl-pyrazolo[3,4-c]pyridazine). As a reaction SMILES: [Cl:1][C:2]1[C:7]([C:8]2[CH:13]=[CH:12][CH:11]=[CH:10][CH:9]=2)=[N:6][N:5]=[C:4]2[NH:14][N:15]=[C:16]([C:17]3[CH:22]=[CH:21][CH:20]=[CH:19][CH:18]=3)[C:3]=12.[N:23]1([CH2:28][CH2:29]O)[CH:27]=[CH:26][N:25]=[CH:24]1>>[Cl:1][C:2]1[C:7]([C:8]2[CH:9]=[CH:10][CH:11]=[CH:12][CH:13]=2)=[N:6][N:5]=[C:4]2[N:14]([CH2:29][CH2:28][N:23]3[CH:27]=[CH:26][N:25]=[CH:24]3)[N:15]=[C:16]([C:17]3[CH:18]=[CH:19][CH:20]=[CH:21][CH:22]=3)[C:3]=12. Procedure: Compound IIc was synthesized from 4-chloro-3,5-diphenyl-1H-pyrazolo[3,4-c]pyridazine and 2-(1H-imidazol-1-yl)ethanol following the general procedure for the Mitsunobu reaction as described above.